Dataset: the Open Reaction Database (ORD), a public repository of structured organic reaction records. Task: describe an organic reaction: reactants, conditions, products, and yield Procedure details: The title compound was synthesized following the same general protocol as described for ((2S,3R)-2-(aminomethyl)-3-methylpiperidin-1-yl)(5-methyl-2-(3-(trifluoromethyl)-1H-1,2,4-triazol-1-yl)phenyl)methanone in Example A51, starting from 5-methyl-2-(pyridin-2-yl)benzoic acid. ESI-MS (m/z): 324 [M+1]+. Product: NC[C@H]1N(CCC[C@H]1C)C(=O)C1=C(C=CC(=C1)C)C1=NC=CC=C1 (((2S,3R)-2-(Aminomethyl)-3-methylpiperidin-1-yl)(5-methyl-2-(pyridin-2-yl)phenyl)methanone). The reactants are NC[C@H]1N(CCC[C@H]1C)C(=O)C1=C(C=CC(=C1)C)N1N=C(N=C1)C(F)(F)F (((2S,3R)-2-(aminomethyl)-3-methylpiperidin-1-yl)(5-methyl-2-(3-(trifluoromethyl)-1H-1,2,4-triazol-1-yl)phenyl)methanone), CC=1C=CC(=C(C(=O)O)C1)C1=NC=CC=C1 (5-methyl-2-(pyridin-2-yl)benzoic acid). RXN SMILES: [NH2:1][CH2:2][C@@H:3]1[C@H:8]([CH3:9])[CH2:7][CH2:6][CH2:5][N:4]1[C:10]([C:12]1[CH:17]=[C:16]([CH3:18])[CH:15]=[CH:14][C:13]=1N1C=NC(C(F)(F)F)=N1)=[O:11].CC1C=CC([C:38]2[CH:43]=[CH:42][CH:41]=[CH:40][N:39]=2)=C(C=1)C(O)=O>>[NH2:1][CH2:2][C@@H:3]1[C@H:8]([CH3:9])[CH2:7][CH2:6][CH2:5][N:4]1[C:10]([C:12]1[CH:17]=[C:16]([CH3:18])[CH:15]=[CH:14][C:13]=1[C:38]1[CH:43]=[CH:42][CH:41]=[CH:40][N:39]=1)=[O:11]. The reactants are C(C1=CC=CC=C1)(C1=CC=CC=C1)(C1=CC=CC=C1)NC=1SC=C(N1)C=O (2-tritylaminothiazole-4-carbaldehyde), O=C1SCC(N1CC(=O)O)=O (2,4-dioxothiazolidine-3-acetic acid), N1CCCCC1 (piperidine). Solvent: C(C)O (ethanol). The product is O=C1SC(C(N1CC(=O)[O-])=O)=CC=1N=C(SC1)NC(C1=CC=CC=C1)(C1=CC=CC=C1)C1=CC=CC=C1.[NH2+]1CCCCC1 (Piperidinium 2,4-Dioxo-5-(2-tritylaminothiazol-4-ylmethylene)thiazolidine-3-acetate). Reaction SMILES: [C:1]([NH:20][C:21]1[S:22][CH:23]=[C:24]([CH:26]=O)[N:25]=1)([C:14]1[CH:19]=[CH:18][CH:17]=[CH:16][CH:15]=1)([C:8]1[CH:13]=[CH:12][CH:11]=[CH:10][CH:9]=1)[C:2]1[CH:7]=[CH:6][CH:5]=[CH:4][CH:3]=1.[O:28]=[C:29]1[N:33]([CH2:34][C:35]([OH:37])=[O:36])[C:32](=[O:38])[CH2:31][S:30]1.[NH:39]1[CH2:44][CH2:43][CH2:42][CH2:41][CH2:40]1>C(O)C>[O:28]=[C:29]1[N:33]([CH2:34][C:35]([O-:37])=[O:36])[C:32](=[O:38])[C:31](=[CH:26][C:24]2[N:25]=[C:21]([NH:20][C:1]([C:2]3[CH:7]=[CH:6][CH:5]=[CH:4][CH:3]=3)([C:8]3[CH:9]=[CH:10][CH:11]=[CH:12][CH:13]=3)[C:14]3[CH:19]=[CH:18][CH:17]=[CH:16][CH:15]=3)[S:22][CH:23]=2)[S:30]1.[NH2+:39]1[CH2:44][CH2:43][CH2:42][CH2:41][CH2:40]1 |f:4.5|. Reported procedure: Following a procedure similar to that described in Example 17, the desired compound was prepared from 2.3 g of 2-tritylaminothiazole-4-carbaldehyde, 0.9 g of 2,4-dioxothiazolidine-3-acetic acid, 0.9 g of piperidine and 20 ml of ethanol. The resulting product was a pale yellow powder having the following physical properties.